This data is from the Open Reaction Database (ORD), a public repository of structured organic reaction records. The task is: describe an organic reaction: reactants, conditions, products, and yield Reactants: CCCC[N+](CCCC)(CCCC)CCCC, CC(C)(C)n1nc(-c2ccc([N+](=O)[O-])cc2)c(C#N)c1N, [Na+], C1CCOC1, [OH-], OO, O=S(=O)([O-])O. Product: CC(C)(C)n1nc(-c2ccc([N+](=O)[O-])cc2)c(C(N)=O)c1N. As a reaction SMILES: [CH2:36]([N+:37]([CH2:38][CH2:39][CH2:40][CH3:41])([CH2:42][CH2:43][CH2:44][CH3:45])[CH2:46][CH2:47][CH2:48][CH3:49])[CH2:50][CH2:51][CH3:52].[NH2:1][c:2]1[c:3]([C:20]#[N:21])[c:4](-[c:11]2[cH:12][cH:13][c:14]([N+:17](=[O:18])[O-:19])[cH:15][cH:16]2)[n:5][n:6]1[C:7]([CH3:8])([CH3:9])[CH3:10].[Na+:25].[O:26]1[CH2:27][CH2:28][CH2:29][CH2:30]1.[OH-:24].[OH:22][OH:23].[S:31]([O-:32])([OH:33])(=[O:34])=[O:35]>>[NH2:1][c:2]1[c:3]([C:20]([NH2:21])=[O:22])[c:4](-[c:11]2[cH:12][cH:13][c:14]([N+:17](=[O:18])[O-:19])[cH:15][cH:16]2)[n:5][n:6]1[C:7]([CH3:8])([CH3:9])[CH3:10].